This data is from the Open Reaction Database (ORD), a public repository of structured organic reaction records. The task is: describe an organic reaction: reactants, conditions, products, and yield Starting materials: COc1ccc(C2=CC(=O)C(C)(C)O2)cc1Cl, ClC(Cl)Cl, ClCCl, O=C1CCC(=O)N1Br. The product is COc1ccc(C2=C(Br)C(=O)C(C)(C)O2)cc1Cl. RXN SMILES: [Cl:1][c:2]1[cH:3][c:4]([C:10]2=[CH:11][C:12](=[O:17])[C:13]([CH3:15])([CH3:16])[O:14]2)[cH:5][cH:6][c:7]1[O:8][CH3:9].[Cl:26][CH:27]([Cl:28])[Cl:29].[Cl:30][CH2:31][Cl:32].[O:18]=[C:19]1[N:20]([Br:25])[C:21](=[O:22])[CH2:23][CH2:24]1>>[Cl:1][c:2]1[cH:3][c:4]([C:10]2=[C:11]([Br:25])[C:12](=[O:17])[C:13]([CH3:15])([CH3:16])[O:14]2)[cH:5][cH:6][c:7]1[O:8][CH3:9].